Dataset: the Open Reaction Database (ORD), a public repository of structured organic reaction records. Task: describe an organic reaction: reactants, conditions, products, and yield Reactants: C1(=CC=CC=C1)CONC(CCCCCOC=1C=CC2=C(N(C(=N2)C2=CC=CC=C2)C2=CC=CC=C2)C1)=O (N-(phenylmethoxy)-6-[(1,2-diphenyl-1H-benzimidazol-6-yl)oxy]hexanamide). The reagents and catalysts are [Pd] (palladium on carbon). The solvent is C(C)O (ethanol). Run at time 3 hour. The product is ONC(CCCCCOC=1C=CC2=C(N(C(=N2)C2=CC=CC=C2)C2=CC=CC=C2)C1)=O (N-Hydroxy-6-[(1,2-diphenyl-1H-benzimidazol-6-yl)oxy]hexanamide). As a reaction SMILES: C1(C[O:8][NH:9][C:10](=[O:38])[CH2:11][CH2:12][CH2:13][CH2:14][CH2:15][O:16][C:17]2[CH:18]=[CH:19][C:20]3[N:24]=[C:23]([C:25]4[CH:30]=[CH:29][CH:28]=[CH:27][CH:26]=4)[N:22]([C:31]4[CH:36]=[CH:35][CH:34]=[CH:33][CH:32]=4)[C:21]=3[CH:37]=2)C=CC=CC=1>C(O)C.[Pd]>[OH:8][NH:9][C:10](=[O:38])[CH2:11][CH2:12][CH2:13][CH2:14][CH2:15][O:16][C:17]1[CH:18]=[CH:19][C:20]2[N:24]=[C:23]([C:25]3[CH:26]=[CH:27][CH:28]=[CH:29][CH:30]=3)[N:22]([C:31]3[CH:36]=[CH:35][CH:34]=[CH:33][CH:32]=3)[C:21]=2[CH:37]=1. Procedure: 23 mg of N-(phenylmethoxy)-6-[(1,2-diphenyl-1H-benzimidazol-6-yl)oxy]hexanamide was dissolved in 4 ml of ethanol, mixed with 15 mg of palladium on carbon (10%) and stirred under a hydrogen atmosphere for 3 hours. After catalyst was separated out, it was concentrated by evaporation in a vacuum, and the residue was crystallized from diethyl ether. Starting materials: C([O-])([O-])=O.[Na+].[Na+] (sodium carbonate), Cl.[C@H]12[C@@H](C[C@H](CC1)C2)N2CCC(CC2)C2=C(C=CC(=C2)Br)OC (1-((1S,2R,4R)-bicyclo[2.2.1]heptan-2-yl)-4-(5-bromo-2-methoxyphenyl)piperidine hydrochloride), CC1(OB(OC1(C)C)C1=CC=NC=C1)C (4-(4,4,5,5-tetramethyl-1,3,2-dioxaborolan-2-yl)pyridine). Reagents/catalysts: C1=CC=C(C=C1)[PH+](C2=CC=CC=C2)[C]3[CH][CH][CH][CH]3.C1=CC=C(C=C1)[PH+](C2=CC=CC=C2)[C]3[CH][CH][CH][CH]3.C(Cl)Cl.Cl[Pd]Cl.[Fe] (Dichloro[1,1′-bis(diphenylphosphino)ferrocene]-palladium(II)dichloromethane adduct). The solvent is C(C)#N (acetonitrile). Yields the product [C@H]12[C@@H](C[C@H](CC1)C2)N2CCC(CC2)C=2C=C(C=CC2OC)C2=CC=NC=C2 (4-(3-(1-((1S,2R,4R)-bicyclo[2.2.1]heptan-2-yl)piperidin-4-yl)-4-methoxyphenyl) pyridine). RXN SMILES: C(=O)([O-])[O-].[Na+].[Na+].Cl.[C@@H:8]12[CH2:14][C@@H:11]([CH2:12][CH2:13]1)[CH2:10][C@H:9]2[N:15]1[CH2:20][CH2:19][CH:18]([C:21]2[CH:26]=[C:25](Br)[CH:24]=[CH:23][C:22]=2[O:28][CH3:29])[CH2:17][CH2:16]1.CC1(C)C(C)(C)OB([C:38]2[CH:43]=[CH:42][N:41]=[CH:40][CH:39]=2)O1>C1C=CC([PH+]([C]2[CH][CH][CH][CH]2)C2C=CC=CC=2)=CC=1.C1C=CC([PH+]([C]2[CH][CH][CH][CH]2)C2C=CC=CC=2)=CC=1.C(Cl)Cl.Cl[Pd]Cl.[Fe].C(#N)C>[C@@H:8]12[CH2:14][C@@H:11]([CH2:12][CH2:13]1)[CH2:10][C@H:9]2[N:15]1[CH2:20][CH2:19][CH:18]([C:21]2[CH:26]=[C:25]([C:38]3[CH:43]=[CH:42][N:41]=[CH:40][CH:39]=3)[CH:24]=[CH:23][C:22]=2[O:28][CH3:29])[CH2:17][CH2:16]1 |f:0.1.2,3.4,6.7.8.9.10,^1:49,50,51,52,53,67,68,69,70,71|. Procedure details: Dichloro[1,1′-bis(diphenylphosphino)ferrocene]-palladium(II)dichloromethane adduct (12 mg, 0.015 mmol), acetonitrile (500 μL), 2.0 M sodium carbonate (aq) (250 μL), 1-((1S,2R,4R)-bicyclo[2.2.1]heptan-2-yl)-4-(5-bromo-2-methoxyphenyl)piperidine hydrochloride (compound no. 187) (60 mg, 0.15 mmol) and 4-(4,4,5,5-tetramethyl-1,3,2-dioxaborolan-2-yl)pyridine (31 mg, 0.15 mmol) were combined in a microwave vial. The vial was flushed with nitrogen, capped and microwaved at 140° C. for 20 min. The react...